Task: describe an organic reaction: reactants, conditions, products, and yield. Dataset: the Open Reaction Database (ORD), a public repository of structured organic reaction records Reactants: C1=CC=CC=2OC3=CC=CC=C3NC12 (phenoxazine), BrCCOC1=CC=C(C=O)C=C1 (4-(2-bromoethoxy)benzaldehyde), O (Water), [H-].[Na+] (sodium hydride). The solvent is CN(C=O)C (dimethyl formamide), CN(C=O)C (dimethyl formamide), CN(C=O)C (dimethyl formamide). Run at temperature 25 celsius, time 0.5 hour. The product is C1=CC=CC=2OC3=CC=CC=C3N(C12)CCOC1=CC=C(C=O)C=C1 (4-[2-(Phenoxazin-10-yl)ethoxy]benzaldehyde). The yield is 58.1%. As a reaction SMILES: [H-].[Na+].[CH:3]1[C:16]2[NH:15][C:14]3[C:9](=[CH:10][CH:11]=[CH:12][CH:13]=3)[O:8][C:7]=2[CH:6]=[CH:5][CH:4]=1.Br[CH2:18][CH2:19][O:20][C:21]1[CH:28]=[CH:27][C:24]([CH:25]=[O:26])=[CH:23][CH:22]=1.O>CN(C)C=O>[CH:13]1[C:14]2[N:15]([CH2:18][CH2:19][O:20][C:21]3[CH:28]=[CH:27][C:24]([CH:25]=[O:26])=[CH:23][CH:22]=3)[C:16]3[C:7](=[CH:6][CH:5]=[CH:4][CH:3]=3)[O:8][C:9]=2[CH:10]=[CH:11][CH:12]=1 |f:0.1|. Reported procedure: To a suspension of sodium hydride (60% mineral oil, 0.13 g, 3.24 mmol) in dimethyl formamide (3 ml) was added phenoxazine (0.5 g, 2.7 mmol) in dimethyl formamide (5 mL). The reaction mixture was stirred at 25° C. for 0.5 h and a solution of 4-(2-bromoethoxy)benzaldehyde (0.74 g, 3.24 mmol) in dimethyl formamide (3 mL) was added. The reaction mixture was stirred at 25° C. for 6 h. Water (25 ml) was added and the mixture was extracted with ethyl acetate (2×50 ml). The combined organic layers were ... Reactants: C(C)C=1C=CC=C2C=C(NC12)C (7-ethyl-2-methyl-1H-indole), ClC1=C(C(=O)Cl)C=CC=C1Cl (2,3-dichlorobenzoyl chloride), C[Mg]I (MeMgI), [NH4+].[Cl-] (NH4Cl). Solvent: CCOCC (Et2O), CCOCC (Et2O), CCOCC (Et2O). Reaction conditions: time 30 minute. Product: C(C)C=1C=CC=C2C(=C(NC12)C)C(=O)C1=C(C(=CC=C1)Cl)Cl ((7-Ethyl-2-methyl-1H-indol-3-yl)(2,3-dichlorophenyl)methanone). Isolated yield 38.9%. Reaction SMILES: C[Mg]I.[CH2:4]([C:6]1[CH:7]=[CH:8][CH:9]=[C:10]2[C:14]=1[NH:13][C:12]([CH3:15])=[CH:11]2)[CH3:5].[Cl:16][C:17]1[C:25]([Cl:26])=[CH:24][CH:23]=[CH:22][C:18]=1[C:19](Cl)=[O:20].[NH4+].[Cl-]>CCOCC>[CH2:4]([C:6]1[CH:7]=[CH:8][CH:9]=[C:10]2[C:14]=1[NH:13][C:12]([CH3:15])=[C:11]2[C:19]([C:18]1[CH:22]=[CH:23][CH:24]=[C:25]([Cl:26])[C:17]=1[Cl:16])=[O:20])[CH3:5] |f:3.4|. Procedure: 14.2 ml of 3M of MeMgI in Et2O are placed under argon and 6.78 g of 7-ethyl-2-methyl-1H-indole in 40 ml of Et2O are added dropwise. After 30 minutes, 17.84 g of 2,3-dichlorobenzoyl chloride in 60 ml of Et2O are added dropwise and the reaction medium is left stirring for 2 hours. The reaction medium is run quickly onto a saturated NH4Cl solution. The extraction is carried out with Et2O (twice) and then the organic phase is washed with a 10% NaOH solution, water and then a saturated NaCl solution.... The reactants are ClC1=CC=C(C=C1)O (4-chlorophenol), ClC1=C(C=C(C=C1)[N+](=O)[O-])C(F)(F)F (2-chloro-5-nitrobenzotrifluoride), [OH-].[Na+] (sodium hydroxide). Solvent: CS(=O)C (DMSO), O (water), O (water). Reaction conditions: time 1.5 hour. Product: ClC1=CC=C(OC2=C(C=C(C=C2)[N+](=O)[O-])C(F)(F)F)C=C1 (4-(4-chlorophenoxy)-3-(trifluoromethyl)nitrobenzene). Yield: 99.5%. Reaction SMILES: [Cl:1][C:2]1[CH:7]=[CH:6][C:5]([OH:8])=[CH:4][CH:3]=1.Cl[C:10]1[CH:15]=[CH:14][C:13]([N+:16]([O-:18])=[O:17])=[CH:12][C:11]=1[C:19]([F:22])([F:21])[F:20].[OH-].[Na+]>CS(C)=O.O>[Cl:1][C:2]1[CH:7]=[CH:6][C:5]([O:8][C:10]2[CH:15]=[CH:14][C:13]([N+:16]([O-:18])=[O:17])=[CH:12][C:11]=2[C:19]([F:20])([F:21])[F:22])=[CH:4][CH:3]=1 |f:2.3|. Procedure details: To a solution containing 64.2 g (0.5 mole) of 4-chlorophenol and 112.7 g (0.5 mole) of 2-chloro-5-nitrobenzotrifluoride in 400 ml of DMSO was added dropwise with stirring at 30°-35° C. a solution containing 20 g (0.5 mole) of sodium hydroxide in 20 ml of water. After 1.5 hours, the reaction mixture was poured into cold water and extracted with 800 ml of ether. The ether solution was dried and concentrated under reduced pressure to give 158 g (99%) of product that crystallized on standing; meltin...